This data is from the Open Reaction Database (ORD), a public repository of structured organic reaction records. The task is: describe an organic reaction: reactants, conditions, products, and yield Reactants: CCOC(C)=O, CCO, [Cl-], O=C(Nc1cc(Oc2ccc([N+](=O)[O-])cc2F)ncn1)N1CCCC1, [Fe], [NH4+], C1CCOC1. Product: Nc1ccc(Oc2cc(NC(=O)N3CCCC3)ncn2)c(F)c1. As a reaction SMILES: [C:33]([O:34][CH2:35][CH3:36])(=[O:37])[CH3:38].[CH3:39][CH2:40][OH:41].[Cl-:26].[F:1][c:2]1[c:3]([O:4][c:5]2[cH:6][c:7]([NH:11][C:12](=[O:13])[N:14]3[CH2:15][CH2:16][CH2:17][CH2:18]3)[n:8][cH:9][n:10]2)[cH:19][cH:20][c:21]([N+:23]([O-:24])=[O:25])[cH:22]1.[Fe:42].[NH4+:27].[O:28]1[CH2:29][CH2:30][CH2:31][CH2:32]1>>[F:1][c:2]1[c:3]([O:4][c:5]2[cH:6][c:7]([NH:11][C:12](=[O:13])[N:14]3[CH2:15][CH2:16][CH2:17][CH2:18]3)[n:8][cH:9][n:10]2)[cH:19][cH:20][c:21]([NH2:23])[cH:22]1. The product is COC(=O)c1[nH]nc2c1C=CC(c1ccccc1)(c1ccccc1)C2. Reactants: CO, O=C(O)c1n[nH]c2c1C=CC(c1ccccc1)(c1ccccc1)C2. Reaction SMILES: [CH3:25][OH:26].[c:1]1([C:7]2([c:19]3[cH:20][cH:21][cH:22][cH:23][cH:24]3)[CH:8]=[CH:9][c:10]3[c:11]([C:16](=[O:17])[OH:18])[n:12][nH:13][c:14]3[CH2:15]2)[cH:2][cH:3][cH:4][cH:5][cH:6]1>>[c:1]1([C:7]2([c:19]3[cH:20][cH:21][cH:22][cH:23][cH:24]3)[CH:8]=[CH:9][c:10]3[c:11]([C:16](=[O:17])[O:18][CH3:25])[nH:12][n:13][c:14]3[CH2:15]2)[cH:2][cH:3][cH:4][cH:5][cH:6]1. The reactants are COCc1c(C=O)ncc2[nH]c3ccc(OCc4ccccc4)cc3c12, CCO, Cl, [K+], NO, CN(C)C=O, [OH-]. The product is COCc1c(C=NO)ncc2[nH]c3ccc(OCc4ccccc4)cc3c12. As a reaction SMILES: [CH2:1]([c:2]1[cH:3][cH:4][cH:5][cH:6][cH:7]1)[O:8][c:9]1[cH:10][c:11]2[c:12]3[c:13]([CH2:24][O:25][CH3:26])[c:14]([CH:22]=[O:23])[n:15][cH:16][c:17]3[nH:18][c:19]2[cH:20][cH:21]1.[CH3:37][CH2:38][OH:39].[ClH:27].[K+:31].[NH2:28][OH:29].[O:32]=[CH:33][N:34]([CH3:35])[CH3:36].[OH-:30]>>[CH2:1]([c:2]1[cH:3][cH:4][cH:5][cH:6][cH:7]1)[O:8][c:9]1[cH:10][c:11]2[c:12]3[c:13]([CH2:24][O:25][CH3:26])[c:14]([CH:22]=[N:28][OH:29])[n:15][cH:16][c:17]3[nH:18][c:19]2[cH:20][cH:21]1. Reactants: C(C)NCC (diethylamine), C(C)N(C(=O)C=1C=CC=2C(C3=CC=CC=C3OC2C1)=O)CC (9-Oxo-9H-xanthene-3-carboxylic acid diethylamide), C(C)[NH-] (monoethyl amide). Yields the product C(C)NC(=O)C=1C=CC=2C(C3=CC=CC=C3OC2C1)=O (9-Oxo-9H-xanthene-3-carboxylic acid ethylamide). RXN SMILES: C(NCC)C.[CH2:6]([N:8](CC)[C:9]([C:11]1[CH:12]=[CH:13][C:14]2[C:15](=[O:25])[C:16]3[C:21]([O:22][C:23]=2[CH:24]=1)=[CH:20][CH:19]=[CH:18][CH:17]=3)=[O:10])[CH3:7].C([NH-])C>>[CH2:6]([NH:8][C:9]([C:11]1[CH:12]=[CH:13][C:14]2[C:15](=[O:25])[C:16]3[C:21]([O:22][C:23]=2[CH:24]=1)=[CH:20][CH:19]=[CH:18][CH:17]=3)=[O:10])[CH3:7]. Procedure details: Following Procedure 6, substituting ethylamine for diethylamine, compound 6a was converted into its monoethyl amide. MS m/z (MH+) 267.9. Reactants: O=C=O, Cc1cnc2c(c1)CCCC2, Cc1cnc2c(c1)CCCC2C(=O)O, [Li]C1CCCc2cc(C)cnc21, [Li], [Li]C. Product: COC(=O)C1CCCc2cc(C)cnc21. As a reaction SMILES: [C:24](=[O:25])=[O:26].[CH3:1][c:2]1[cH:3][n:4][c:5]2[c:10]([cH:11]1)[CH2:9][CH2:8][CH2:7][CH2:6]2.[CH3:28][c:29]1[cH:30][n:31][c:32]2[c:37]([cH:38]1)[CH2:36][CH2:35][CH2:34][CH:33]2[C:39](=[O:40])[OH:41].[Li:12][CH:13]1[c:14]2[n:15][cH:16][c:17]([CH3:18])[cH:19][c:20]2[CH2:21][CH2:22][CH2:23]1.[Li:27].[Li:42][CH3:43]>>[CH3:1][O:40][C:39]([CH:33]1[c:32]2[n:31][cH:30][c:29]([CH3:28])[cH:38][c:37]2[CH2:36][CH2:35][CH2:34]1)=[O:41]. Reactants: CN(C)CCCOc1ccccc1C=O, Cc1ccccc1, NCc1ccccc1. Product: CN(C)CCCOc1ccccc1C=NCc1ccccc1. Reaction SMILES: [CH3:1][N:2]([CH2:3][CH2:4][CH2:5][O:6][c:7]1[c:8]([CH:9]=[O:10])[cH:11][cH:12][cH:13][cH:14]1)[CH3:15].[CH3:24][c:25]1[cH:26][cH:27][cH:28][cH:29][cH:30]1.[NH2:16][CH2:17][c:18]1[cH:19][cH:20][cH:21][cH:22][cH:23]1>>[CH3:1][N:2]([CH2:3][CH2:4][CH2:5][O:6][c:7]1[c:8]([CH:9]=[N:16][CH2:17][c:18]2[cH:19][cH:20][cH:21][cH:22][cH:23]2)[cH:11][cH:12][cH:13][cH:14]1)[CH3:15]. As a reaction SMILES: [C:14](=[O:15])([OH:16])[O-:17].[CH3:29][O:30][C:31]([CH3:32])([CH3:33])[CH3:34].[F:19][c:20]1[cH:21][cH:22][c:23]([C:24](=[O:25])[Cl:26])[cH:27][cH:28]1.[NH2:1][CH:2]1[CH:3]([OH:13])[CH2:4][O:5][c:6]2[cH:7][cH:8][c:9]([Br:12])[cH:10][c:11]21.[Na+:18].[O:35]1[CH2:36][CH2:37][CH2:38][CH2:39]1.[OH2:40]>>[NH:1]([CH:2]1[CH:3]([OH:13])[CH2:4][O:5][c:6]2[cH:7][cH:8][c:9]([Br:12])[cH:10][c:11]21)[C:24]([c:23]1[cH:22][cH:21][c:20]([F:19])[cH:28][cH:27]1)=[O:25]. The reactants are O=C([O-])O, COC(C)(C)C, O=C(Cl)c1ccc(F)cc1, NC1c2cc(Br)ccc2OCC1O, [Na+], C1CCOC1, O. Yields the product O=C(NC1c2cc(Br)ccc2OCC1O)c1ccc(F)cc1. The reactants are ClCCl, O=C(O)C(F)(F)F, CC(C)(C)OC(=O)NC(Cn1c(Sc2cc3c(cc2I)OCO3)nc2c(N)ncnc21)C(=O)OC1CCCC1. Yields the product Nc1ncnc2c1nc(Sc1cc3c(cc1I)OCO3)n2CC(N)C(=O)OC1CCCC1. RXN SMILES: [Cl:47][CH2:48][Cl:49].[F:40][C:41]([F:42])([F:43])[C:44]([OH:45])=[O:46].[NH2:1][c:2]1[c:3]2[n:4][c:5]([S:29][c:30]3[cH:31][c:32]4[c:33]([cH:37][c:38]3[I:39])[O:34][CH2:35][O:36]4)[n:6]([CH2:11][CH:12]([NH:13][C:14]([O:15][C:16]([CH3:17])([CH3:18])[CH3:19])=[O:20])[C:21](=[O:22])[O:23][CH:24]3[CH2:25][CH2:26][CH2:27][CH2:28]3)[c:7]2[n:8][cH:9][n:10]1>>[NH2:1][c:2]1[c:3]2[n:4][c:5]([S:29][c:30]3[cH:31][c:32]4[c:33]([cH:37][c:38]3[I:39])[O:34][CH2:35][O:36]4)[n:6]([CH2:11][CH:12]([NH2:13])[C:21](=[O:22])[O:23][CH:24]3[CH2:25][CH2:26][CH2:27][CH2:28]3)[c:7]2[n:8][cH:9][n:10]1.